This data is from the Open Reaction Database (ORD), a public repository of structured organic reaction records. The task is: describe an organic reaction: reactants, conditions, products, and yield The reactants are C1CCOC1, CCN(C(C)C)C(C)C, Cc1cccc(Cl)c1Nc1nc2cc(C(=O)O)c3c(c2[nH]1)CC(C)(C)O3, Nc1ccc(C(F)(F)F)cc1, O, O=S(Cl)Cl, c1ccccc1. The product is Cc1cccc(Cl)c1Nc1nc2cc(C(=O)Nc3ccc(C(F)(F)F)cc3)c3c(c2[nH]1)CC(C)(C)O3. As a reaction SMILES: [CH2:58]1[O:59][CH2:60][CH2:61][CH2:62]1.[CH:38]([N:39]([CH2:40][CH3:41])[CH:42]([CH3:43])[CH3:44])([CH3:45])[CH3:46].[Cl:1][c:2]1[c:3]([NH:9][c:10]2[nH:11][c:12]3[c:13]([n:14]2)[cH:15][c:16]([C:24](=[O:25])[OH:26])[c:17]2[c:18]3[CH2:19][C:20]([CH3:22])([CH3:23])[O:21]2)[c:4]([CH3:8])[cH:5][cH:6][cH:7]1.[F:27][C:28]([c:29]1[cH:30][cH:31][c:32]([NH2:35])[cH:33][cH:34]1)([F:36])[F:37].[OH2:47].[S:54]([Cl:55])([Cl:56])=[O:57].[cH:48]1[cH:49][cH:50][cH:51][cH:52][cH:53]1>>[Cl:1][c:2]1[c:3]([NH:9][c:10]2[nH:11][c:12]3[c:13]([n:14]2)[cH:15][c:16]([C:24](=[O:25])[NH:35][c:32]2[cH:31][cH:30][c:29]([C:28]([F:27])([F:36])[F:37])[cH:34][cH:33]2)[c:17]2[c:18]3[CH2:19][C:20]([CH3:22])([CH3:23])[O:21]2)[c:4]([CH3:8])[cH:5][cH:6][cH:7]1. Starting materials: O=C1NCCC12CCN(CC2)C(=O)OC(C)(C)C (tert-butyl 1-oxo-2,8-diazaspiro[4.5]decane-8-carboxylate), IC (iodomethane), [H-].[Na+] (Sodium hydride). Solvent: C1CCOC1 (THF). Reaction conditions: time 4 hour. Yields the product CN1C(C2(CC1)CCN(CC2)C(=O)OC(C)(C)C)=O (tert-butyl 2-methyl-1-oxo-2,8-diazaspiro[4.5]decane-8-carboxylate). The yield is 90.4%. As a reaction SMILES: [O:1]=[C:2]1[C:6]2([CH2:11][CH2:10][N:9]([C:12]([O:14][C:15]([CH3:18])([CH3:17])[CH3:16])=[O:13])[CH2:8][CH2:7]2)[CH2:5][CH2:4][NH:3]1.I[CH3:20].[H-].[Na+]>C1COCC1>[CH3:20][N:3]1[CH2:4][CH2:5][C:6]2([CH2:11][CH2:10][N:9]([C:12]([O:14][C:15]([CH3:18])([CH3:17])[CH3:16])=[O:13])[CH2:8][CH2:7]2)[C:2]1=[O:1] |f:2.3|. Procedure details: To a solution of tert-butyl 1-oxo-2,8-diazaspiro[4.5]decane-8-carboxylate (330 mg, 1.298 mmol) and iodomethane (0.085 mL, 1.362 mmol) in THF (10 mL) was cooled in an ice bath. Sodium hydride (78 mg, 1.946 mmol) was added and the ice bath was removed. The reaction was stirred at room temperature for 4 hrs. The reaction mixture was diluted with EtOAc and washed with sat NaHCO3; the aqueous layer was extracted with EtOAc. Then the combined organics were washed with brine, dried over Na2SO4, filtere... Starting materials: CS(=O)(=O)Cl, ClCCl, Cl, CCC(N)C1CCC2(CC1)OCCO2. The product is CCC(NS(C)(=O)=O)C1CCC2(CC1)OCCO2. Reaction SMILES: [CH3:16][S:17]([Cl:18])(=[O:19])=[O:20].[Cl:21][CH2:22][Cl:23].[ClH:1].[O:2]1[CH2:3][CH2:4][O:5][C:6]12[CH2:7][CH2:8][CH:9]([CH:12]([CH2:13][CH3:14])[NH2:15])[CH2:10][CH2:11]2>>[O:2]1[CH2:3][CH2:4][O:5][C:6]12[CH2:7][CH2:8][CH:9]([CH:12]([CH2:13][CH3:14])[NH:15][S:17]([CH3:16])(=[O:19])=[O:20])[CH2:10][CH2:11]2. Starting materials: C(C1=CC=CC=C1)ON1[C@@H]2CC[C@H](N(C1=O)C2)C(=O)NNC(=O)[C@H]2C(C2)(C)C ((2S,5R)-6-(benzyloxy)-N′-((R)-2,2-dimethylcyclopropanecarbonyl)-7-oxo-1,6-diazabicyclo[3.2.1]octane-2-carbohydrazide). The reagents and catalysts are [Pd] (Pd/C). Run in CO (methanol). Run at time 3 hour. The product is CC1([C@H](C1)C(=O)NNC(=O)[C@H]1N2C(N([C@H](CC1)C2)O)=O)C ((2S,5R)-N′-((S)-2,2-dimethylcyclopropanecarbonyl)-6-hydroxy-7-oxo-1,6-diazabicyclo[3.2.1]octane-2-carbohydrazide). The yield is 101.2%. RXN SMILES: C([O:8][N:9]1[C:15](=[O:16])[N:14]2[CH2:17][C@H:10]1[CH2:11][CH2:12][C@H:13]2[C:18]([NH:20][NH:21][C:22]([C@@H:24]1[CH2:26][C:25]1([CH3:28])[CH3:27])=[O:23])=[O:19])C1C=CC=CC=1>CO.[Pd]>[CH3:27][C:25]1([CH3:28])[CH2:26][C@@H:24]1[C:22]([NH:21][NH:20][C:18]([C@@H:13]1[CH2:12][CH2:11][C@@H:10]2[CH2:17][N:14]1[C:15](=[O:16])[N:9]2[OH:8])=[O:19])=[O:23]. Reported procedure: A mixture of (2S,5R)-6-(benzyloxy)-N′-((R)-2,2-dimethylcyclopropanecarbonyl)-7-oxo-1,6-diazabicyclo[3.2.1]octane-2-carbohydrazide 244 (0.35 g, 0.90 mmol) and Pd/C (0.50 g) in methanol (80 mL) was hydrogenated at 1 atm at room temperature for 3 h. The mixture was filtered through Celite pad and concentrated to provide 245 (0.27 g, quant.) as an off-white solid.